describe an organic reaction: reactants, conditions, products, and yield From a dataset of the Open Reaction Database (ORD), a public repository of structured organic reaction records. Reactants: CC(C)(C)c1cc2cc([N+](=O)[O-])ccc2[nH]1, O=C([O-])[O-], Cc1ccc(S(=O)(=O)OCC2COC(C)(C)O2)cc1, [Cs+], [Cs+], CN(C)C=O. Product: CC1(C)OCC(Cn2c(C(C)(C)C)cc3cc([N+](=O)[O-])ccc32)O1. Reaction SMILES: [C:20]([CH3:21])([CH3:22])([CH3:23])[c:24]1[nH:25][c:26]2[cH:27][cH:28][c:29]([N+:33](=[O:34])[O-:35])[cH:30][c:31]2[cH:32]1.[C:36](=[O:37])([O-:38])[O-:39].[CH3:1][c:2]1[cH:3][cH:4][c:5]([S:6]([O:7][CH2:12][CH:13]2[O:14][C:15]([CH3:18])([CH3:19])[O:16][CH2:17]2)(=[O:8])=[O:9])[cH:10][cH:11]1.[Cs+:40].[Cs+:41].[O:42]=[CH:43][N:44]([CH3:45])[CH3:46]>>[CH2:12]([CH:13]1[O:14][C:15]([CH3:18])([CH3:19])[O:16][CH2:17]1)[n:25]1[c:24]([C:20]([CH3:21])([CH3:22])[CH3:23])[cH:32][c:31]2[c:26]1[cH:27][cH:28][c:29]([N+:33](=[O:34])[O-:35])[cH:30]2.